This data is from the Open Reaction Database (ORD), a public repository of structured organic reaction records. The task is: describe an organic reaction: reactants, conditions, products, and yield Reactants: COC(=O)CBr, CC(C)(C)OC(=O)N1CCC(Oc2ccc(NCC=Cc3cccc(C#N)c3)cc2[N+](=O)[O-])CC1, [K+], [K+], O=C([O-])[O-], CN(C)C=O, O. The product is COC(=O)CN(CC=Cc1cccc(C#N)c1)c1ccc(OC2CCN(C(=O)OC(C)(C)C)CC2)c([N+](=O)[O-])c1. Reaction SMILES: [Br:42][CH2:43][C:44](=[O:45])[O:46][CH3:47].[C:1]([CH3:2])([CH3:3])([CH3:4])[O:5][C:6](=[O:7])[N:8]1[CH2:9][CH2:10][CH:11]([O:14][c:15]2[c:16]([N+:33](=[O:34])[O-:35])[cH:17][c:18]([NH:21][CH2:22][CH:23]=[CH:24][c:25]3[cH:26][c:27]([C:31]#[N:32])[cH:28][cH:29][cH:30]3)[cH:19][cH:20]2)[CH2:12][CH2:13]1.[K+:36].[K+:37].[O-:38][C:39]([O-:40])=[O:41].[O:48]=[CH:49][N:50]([CH3:51])[CH3:52].[OH2:53]>>[C:1]([CH3:2])([CH3:3])([CH3:4])[O:5][C:6](=[O:7])[N:8]1[CH2:9][CH2:10][CH:11]([O:14][c:15]2[c:16]([N+:33](=[O:34])[O-:35])[cH:17][c:18]([N:21]([CH2:22][CH:23]=[CH:24][c:25]3[cH:26][c:27]([C:31]#[N:32])[cH:28][cH:29][cH:30]3)[CH2:43][C:44](=[O:45])[O:46][CH3:47])[cH:19][cH:20]2)[CH2:12][CH2:13]1. The reactants are CN1C=2N(C=3C(C1=O)=CN(N3)CC3=CC=C(C=C3)C3=NC(=CC=C3)F)[C@@H]3[C@H](N2)CCC3 ((6aR,9aS)-5,6a,7,8,9,9a-hexahydro-5-methyl-2-(4-(6-fluoropyridin-2-yl)benzyl)-cyclopent[4,5]imidazo[1,2-a]pyrazolo[4,3-e]pyrimidin-4(2H)-one), CSSC (methyl disulfide), [Li+].CC(C)[N-]C(C)C (LDA). The solvent is C1CCOC1 (THF), C1CCOC1 (THF). Product: CN1C=2N(C=3C(C1=O)=C(N(N3)CC3=CC=C(C=C3)C3=NC(=CC=C3)F)SC)[C@@H]3[C@H](N2)CCC3 ((6aR,9aS)-5,6a,7,8,9,9a-hexahydro-5-methyl-3-(methylthio)-2-(4-(6-fluoropyridin-2-yl)benzyl)-cyclopent[4,5]imidazo[1,2-a]pyrazolo[4,3-e]pyrimidin-4(2H)-one). Isolated yield 12.3%. RXN SMILES: [CH3:1][N:2]1[C:7](=[O:8])[C:6]2=[CH:9][N:10]([CH2:12][C:13]3[CH:18]=[CH:17][C:16]([C:19]4[CH:24]=[CH:23][CH:22]=[C:21]([F:25])[N:20]=4)=[CH:15][CH:14]=3)[N:11]=[C:5]2[N:4]2[C@H:26]3[CH2:31][CH2:30][CH2:29][C@H:27]3[N:28]=[C:3]12.[CH3:32][S:33]SC.[Li+].CC([N-]C(C)C)C>C1COCC1>[CH3:1][N:2]1[C:7](=[O:8])[C:6]2=[C:9]([S:33][CH3:32])[N:10]([CH2:12][C:13]3[CH:14]=[CH:15][C:16]([C:19]4[CH:24]=[CH:23][CH:22]=[C:21]([F:25])[N:20]=4)=[CH:17][CH:18]=3)[N:11]=[C:5]2[N:4]2[C@H:26]3[CH2:31][CH2:30][CH2:29][C@H:27]3[N:28]=[C:3]12 |f:2.3|. Reported procedure: (6aR,9aS)-5,6a,7,8,9,9a-hexahydro-5-methyl-2-(4-(6-fluoropyridin-2-yl)benzyl)-cyclopent[4,5]imidazo[1,2-a]pyrazolo[4,3-e]pyrimidin-4(2H)-one (50 mg, 0.12 mmol) and methyl disulfide (21.3 μL, 0.24 mmol) are dissolved in 1 mL of anhydrous THF, and then 360 uL of 1.0 M LDA in THF is added dropwise. The reaction mixture is stirred at room temperature for an hour, and then quenched with saline. The mixture is separated with a semi-preparative HPLC to give 6.8 mg of pure product as pale yellow solids....